From a dataset of the Open Reaction Database (ORD), a public repository of structured organic reaction records. describe an organic reaction: reactants, conditions, products, and yield Starting materials: CN1CCC(CC1)=O (1-methylpiperidine-4-one), N1=CC=C(C=C1)C=O (4-pyridine carboxaldehyde), solution, [OH-].[Na+] (NaOH). Reagents/catalysts: [Cl-].C(CCCCCCCCCCCCCCC)[N+](C)(C)C (cetyltrimethylammonium chloride). Run in [Cl-].[Na+].O (brine). Conditions: time 3 hour. Yields the product N1=CCC(C=C1)=C1CN(CC(C1=O)=C1CC=NC=C1)C (3,5-Bis-(4-pyridinylidene)-1-methylpiperidin-4-one). The yield is 182.0%. RXN SMILES: [CH3:1][N:2]1[CH2:7][CH2:6][C:5](=[O:8])[CH2:4][CH2:3]1.[N:9]1[CH:14]=[CH:13][C:12](C=O)=[CH:11][CH:10]=1.[OH-].[Na+]>[Cl-].C([N+](C)(C)C)CCCCCCCCCCCCCCC.[Cl-].[Na+].O>[N:2]1[CH:3]=[CH:4][C:5](=[C:4]2[C:5](=[O:8])[C:6](=[C:12]3[CH:11]=[CH:10][N:9]=[CH:14][CH2:13]3)[CH2:7][N:2]([CH3:1])[CH2:3]2)[CH2:6][CH:7]=1 |f:2.3,4.5,6.7.8|. Reported procedure: To a solution of 1.0 g (8.84 mmol) of 1-methylpiperidine-4-one and 1.89 g (16.70 mmol) of 4-pyridine carboxaldehyde in 88 mL of a 0.25M solution of aqueous NaOH (22.09 mmol) was added 1.16 mL (0.88 mmol) of a 25% w/w aqueous solution of cetyltrimethylammonium chloride. The mixture was allowed to stir vigorously at room temperature for 3 hours, diluted with 100 ml of brine and extracted with two 60 mL portions of methylene chloride. The organic phase was dried over anhydrous MgSO4 and concentrate...